Dataset: the Open Reaction Database (ORD), a public repository of structured organic reaction records. Task: describe an organic reaction: reactants, conditions, products, and yield Reaction SMILES: C([O:8][C:9](=[O:22])[CH2:10][O:11][CH2:12][CH2:13][O:14][CH2:15][CH2:16][O:17][CH2:18][CH2:19][O:20][CH3:21])C1C=CC=CC=1>CO.[Pd]>[C:9]([OH:22])(=[O:8])[CH2:10][O:11][CH2:12][CH2:13][O:14][CH2:15][CH2:16][O:17][CH2:18][CH2:19][O:20][CH3:21]. Reactants: C(C1=CC=CC=C1)OC(COCCOCCOCCOC)=O (Benzyl-3,6,9,12-Tetraoxatridecanoate). Run in CO (methanol). Reagents/catalysts: [Pd] (palladium on carbon), catalyst/mmol. Procedure details: Benzyl-3,6,9,12-Tetraoxatridecanoate (5 mmol) is dissolved in methanol (50 ml) and 10% palladium on carbon is added (100 mg catalyst/mmol). The suspension is shaken under 30 psi H2 until the starting material is consumed. The suspension is filtered through a short pad of Celite, washed thoroughly with methanol, and the solvent evaporated. The product is used directly without purification. Yields the product C(COCCOCCOCCOC)(=O)O (3,6,9,12-Tetraoxatridecanoic Acid). Starting materials: COC(CCCCCNS(=O)(=O)C1=CC=CC2=CC=CC=C12)=O (6-(1-naphthalenesulfonyl)aminocaproic acid methyl ester), [OH-].[Na+] (sodium hydroxide). Run in CO (methanol). Conditions: time 3 hour. The product is C1(=CC=CC2=CC=CC=C12)S(=O)(=O)NCCCCCC(=O)O (6-(1-naphthalenesulfonyl)aminocaproic acid). The yield is 94.1%. RXN SMILES: C[O:2][C:3](=[O:23])[CH2:4][CH2:5][CH2:6][CH2:7][CH2:8][NH:9][S:10]([C:13]1[C:22]2[C:17](=[CH:18][CH:19]=[CH:20][CH:21]=2)[CH:16]=[CH:15][CH:14]=1)(=[O:12])=[O:11].[OH-].[Na+]>CO>[C:13]1([S:10]([NH:9][CH2:8][CH2:7][CH2:6][CH2:5][CH2:4][C:3]([OH:23])=[O:2])(=[O:12])=[O:11])[C:22]2[C:17](=[CH:18][CH:19]=[CH:20][CH:21]=2)[CH:16]=[CH:15][CH:14]=1 |f:1.2|. Procedure details: Then, 5.43 g of 6-aminocaproic acid methyl ester hydrochloride, 6.78 g of 1-naphthalenesulfonyl chloride and 3.03 g of triethylamine were dissolved in 50 mL of dichloromethane and stirred for 12 hours. The reaction mixture was washed with 10% aqueous citric acid and then with saturated aqueous sodium hydrogencarbonate, and dried over anhydrous sodium sulfate. The solvent was evaporated under reduced pressure, and then the residue was purified by silica gel chromatography (eluent: hexane/ethyl ac... Reactants: CN(C)C=O, O=c1[nH]c2cc(C(F)(F)F)ccc2n1-c1cc(Cl)ccc1O, Cl, [K+], [OH-], O. Yields the product Nn1c(=O)n(-c2cc(Cl)ccc2O)c2ccc(C(F)(F)F)cc21. As a reaction SMILES: [CH3:27][N:28]([CH3:29])[CH:30]=[O:31].[Cl:1][c:2]1[cH:3][cH:4][c:5]([OH:22])[c:6](-[n:8]2[c:9](=[O:21])[nH:10][c:11]3[c:12]2[cH:13][cH:14][c:15]([C:17]([F:18])([F:19])[F:20])[cH:16]3)[cH:7]1.[ClH:26].[K+:24].[OH-:23].[OH2:25]>>[Cl:1][c:2]1[cH:3][cH:4][c:5]([OH:22])[c:6](-[n:8]2[c:9](=[O:21])[n:10]([NH2:28])[c:11]3[c:12]2[cH:13][cH:14][c:15]([C:17]([F:18])([F:19])[F:20])[cH:16]3)[cH:7]1.